From a dataset of the Open Reaction Database (ORD), a public repository of structured organic reaction records. describe an organic reaction: reactants, conditions, products, and yield Reactants: [N+](=O)([O-])C=1C=C(C=O)C=CC1 (3-nitrobenzaldehyde), Cl (hydrochloric acid), C(CCC)[Li] (n-butyllithium), CCCCCC (hexane). Reagents/catalysts: [Br-].C(C)[P+](C1=CC=CC=C1)(C1=CC=CC=C1)C1=CC=CC=C1 (ethyltriphenylphosphonium bromide). Run in O1CCCC1 (tetrahydrofuran), C(C)(=O)OCC (ethyl acetate), O1CCCC1 (tetrahydrofuran). Product: C(C=C)C=1C=C(C=CC1)[N+](=O)[O-] (3-(2-propenyl)nitrobenzene). The yield is 70.6%. Reaction SMILES: C([Li])CCC.[CH3:6][CH2:7][CH2:8][CH2:9][CH2:10][CH3:11].[N+:12]([C:15]1[CH:16]=C(C=C[CH:22]=1)C=O)([O-:14])=[O:13].Cl>[Br-].C([P+](C1C=CC=CC=1)(C1C=CC=CC=1)C1C=CC=CC=1)C.O1CCCC1.C(OCC)(=O)C>[CH2:8]([C:9]1[CH:22]=[C:15]([N+:12]([O-:14])=[O:13])[CH:16]=[CH:11][CH:10]=1)[CH:7]=[CH2:6] |f:4.5|. Reported procedure: To a suspension of ethyltriphenylphosphonium bromide (22 g) in tetrahydrofuran (150 ml) at -78° C. was added dropwise a solution of n-butyllithium in hexane (59.3 mmol). The mixture was left to warm to room temperature over 30 minutes, then cooled to -78° C. and a solution of 3-nitrobenzaldehyde (7.5 g) in tetrahydrofuran (50 ml) was added dropwise. The reaction was left to warm to room temperature over 1 hour, poured into 2M hydrochloric acid (100 ml) and ethyl acetate (100 ml). The separated a... Reactants: NC1=CC=C(C=C1)C=1C(CC(NN1)=O)C (4,5-dihydro-6-(4-aminophenyl)-5-methyl-3(2H) pyridazinone), CC1C(CCC1=O)=O (2-methyl-cyclopentane-1,3-dione). The solvent is C(C)O (ethanol), C(C)(=O)O (acetic acid). The product is CC1=C(CCC1=O)NC1=CC=C(C=C1)C=1C(CC(NN1)=O)C (4,5-Dihydro-6-(4-((2-methyl-3-oxo-1-cyclopentenyl)amino)phenyl)-5-methyl-3(2H)-pyridazinone). Isolated yield 43.1%. As a reaction SMILES: [NH2:1][C:2]1[CH:7]=[CH:6][C:5]([C:8]2[CH:9]([CH3:15])[CH2:10][C:11](=[O:14])[NH:12][N:13]=2)=[CH:4][CH:3]=1.[CH3:16][CH:17]1[C:21](=[O:22])[CH2:20][CH2:19][C:18]1=O>C(O)C.C(O)(=O)C>[CH3:16][C:17]1[C:21](=[O:22])[CH2:20][CH2:19][C:18]=1[NH:1][C:2]1[CH:7]=[CH:6][C:5]([C:8]2[CH:9]([CH3:15])[CH2:10][C:11](=[O:14])[NH:12][N:13]=2)=[CH:4][CH:3]=1. Procedure details: A mixture of 0.51 g of 4,5-dihydro-6-(4-aminophenyl)-5-methyl-3(2H) pyridazinone and 0.28 g of 2-methyl-cyclopentane-1,3-dione in 5 ml of ethanol and 5 ml of acetic acid was refluxed over night. After cooling, the solution was evaporated in vacuo. The residue was purified by silica gel column chromatography (eluting solvent: chloroform:methanol=20:1) and recrystallized from methanol to give 0.32 g of the title compound. m.p. 285°-286° C.